This data is from the Open Reaction Database (ORD), a public repository of structured organic reaction records. The task is: describe an organic reaction: reactants, conditions, products, and yield Starting materials: Cc1ccccc1, CCC(O)CC, ClCCl, O=C(Cl)Cl, Cc1cc2c(cc1C(F)(F)F)NCCCC2N(Cc1cc(C(F)(F)F)cc(C(F)(F)F)c1)c1nnn(C)n1, c1ccncc1. Product: CCC(CC)OC(=O)N1CCCC(N(Cc2cc(C(F)(F)F)cc(C(F)(F)F)c2)c2nnn(C)n2)c2cc(C)c(C(F)(F)F)cc21. RXN SMILES: [CH3:11][c:12]1[cH:13][cH:14][cH:15][cH:16][cH:17]1.[CH3:1][CH2:2][CH:3]([CH2:4][CH3:5])[OH:6].[Cl:62][CH2:63][Cl:64].[Cl:7][C:8]([Cl:9])=[O:10].[F:18][C:19]([c:20]1[cH:21][c:22]([CH2:23][N:24]([CH:25]2[c:26]3[c:27]([cH:32][c:33]([C:37]([F:38])([F:39])[F:40])[c:34]([CH3:36])[cH:35]3)[NH:28][CH2:29][CH2:30][CH2:31]2)[c:41]2[n:42][n:43][n:44]([CH3:46])[n:45]2)[cH:47][c:48]([C:50]([F:51])([F:52])[F:53])[cH:49]1)([F:54])[F:55].[cH:56]1[cH:57][cH:58][n:59][cH:60][cH:61]1>>[CH3:1][CH2:2][CH:3]([CH2:4][CH3:5])[O:6][C:8](=[O:10])[N:28]1[c:27]2[c:26]([cH:35][c:34]([CH3:36])[c:33]([C:37]([F:38])([F:39])[F:40])[cH:32]2)[CH:25]([N:24]([CH2:23][c:22]2[cH:21][c:20]([C:19]([F:18])([F:54])[F:55])[cH:49][c:48]([C:50]([F:51])([F:52])[F:53])[cH:47]2)[c:41]2[n:42][n:43][n:44]([CH3:46])[n:45]2)[CH2:31][CH2:30][CH2:29]1. The reactants are BrC=1C=CC(=C(C1)C(C=C(CCCOC1OCCCC1)C1=CC=CC=C1)=O)F (1-(5-bromo-2-fluorophenyl)-3-phenyl-6-(tetrahydro-2H-pyran-2-yloxy)hex-2-en-1-one), O.NN (hydrazine hydrate), C(C)(=O)Cl (acetyl chloride). Run in N1=CC=CC=C1 (pyridine). Conditions: temperature 90 celsius, time 8 hour. Product: C(C)(=O)N1N=C(CC1(C1=CC=CC=C1)CCCO)C1=C(C=CC(=C1)Br)F (3-[1-acetyl-3-(5-bromo-2-fluorophenyl)-5-phenyl-4,5-dihydro-1H-pyrazol-5-yl]propan-1-ol). As a reaction SMILES: [Br:1][C:2]1[CH:3]=[CH:4][C:5]([F:28])=[C:6]([C:8](=O)[CH:9]=[C:10]([C:21]2[CH:26]=[CH:25][CH:24]=[CH:23][CH:22]=2)[CH2:11][CH2:12][CH2:13][O:14]C2CCCCO2)[CH:7]=1.O.[NH2:30][NH2:31].[C:32](Cl)(=[O:34])[CH3:33]>N1C=CC=CC=1>[C:32]([N:30]1[C:10]([CH2:11][CH2:12][CH2:13][OH:14])([C:21]2[CH:22]=[CH:23][CH:24]=[CH:25][CH:26]=2)[CH2:9][C:8]([C:6]2[CH:7]=[C:2]([Br:1])[CH:3]=[CH:4][C:5]=2[F:28])=[N:31]1)(=[O:34])[CH3:33] |f:1.2|. Reported procedure: To a solution of 7.5 g (16.8 mmol) of 3-4 in 50 mL of pyridine was added 1.22 mL (25.2 mmol) hydrazine hydrate, and the resulting mixture was heated at 90° C. for 30 min. After cooling to room temperature, the reaction was placed in an ice bath and 5.96 mL (83.8 mmol) acetyl chloride was added dropwise. The bath was removed and the reaction was stirred overnight at room temperature before being dumped into a separatory funnel containing EtOAc and brine. The layers were separated, the organic was... The reactants are CC(C)(C)OC(=O)Nc1cc(Oc2ccc3ccc(C(=O)O)cc3c2)ccn1, CN(C)c1ccncc1, CCOC(C)=O, ClCCl, Nc1ccc(Cl)c(C(F)(F)F)c1. Product: CC(C)(C)OC(=O)Nc1cc(Oc2ccc3ccc(C(=O)Nc4ccc(Cl)c(C(F)(F)F)c4)cc3c2)ccn1. As a reaction SMILES: [C:1]([CH3:2])([CH3:3])([CH3:4])[O:5][C:6](=[O:7])[NH:8][c:9]1[n:10][cH:11][cH:12][c:13]([O:15][c:16]2[cH:17][cH:18][c:19]3[cH:20][cH:21][c:22]([C:26](=[O:27])[OH:28])[cH:23][c:24]3[cH:25]2)[cH:14]1.[CH3:44][N:45]([c:46]1[cH:47][cH:48][n:49][cH:50][cH:51]1)[CH3:52].[CH3:53][CH2:54][O:55][C:56]([CH3:57])=[O:58].[Cl:41][CH2:42][Cl:43].[NH2:29][c:30]1[cH:31][cH:32][c:33]([Cl:34])[c:35]([C:37]([F:38])([F:39])[F:40])[cH:36]1>>[C:1]([CH3:2])([CH3:3])([CH3:4])[O:5][C:6](=[O:7])[NH:8][c:9]1[n:10][cH:11][cH:12][c:13]([O:15][c:16]2[cH:17][cH:18][c:19]3[cH:20][cH:21][c:22]([C:26](=[O:27])[NH:29][c:30]4[cH:31][cH:32][c:33]([Cl:34])[c:35]([C:37]([F:38])([F:39])[F:40])[cH:36]4)[cH:23][c:24]3[cH:25]2)[cH:14]1. Starting materials: FC(OC=1C=C(OC=2C=C(N)C=CC2)C=CC1)(F)F (3-(3-trifluoromethoxyphenoxy)aniline), FC(C(F)F)(OC=1C=C(C=O)C=CC1)F (3-(1,1,2,2-tetrafluoroethoxy)benzaldehyde), C(C)(=O)O[BH-](OC(C)=O)OC(C)=O.[Na+] (sodium triacetoxyborohydride), C(C)(=O)O (acetic acid). Solvent: ClC(C)Cl (dichloroethane). Conditions: time 8 hour. Product: FC(OC=1C=C(OC=2C=C(C=CC2)N(C[C@H](C(F)(F)F)O)CC2=CC(=CC=C2)OC(C(F)F)(F)F)C=CC1)(F)F ((2R)-3-[[3-(3-trifluoromethoxyphenoxy)phenyl][[3-(1,1,2,2-tetrafluoroethoxy)phenyl]methyl]amino]-1,1,1-trifluoro-2-propanol). The yield is 165.6%. Reaction SMILES: [F:1][C:2]([F:19])([F:18])[O:3][C:4]1[CH:5]=[C:6]([CH:15]=[CH:16][CH:17]=1)[O:7][C:8]1[CH:9]=[C:10]([CH:12]=[CH:13][CH:14]=1)[NH2:11].[F:20][C:21]([F:34])([O:25][C:26]1[CH:27]=[C:28]([CH:31]=[CH:32][CH:33]=1)[CH:29]=O)[CH:22]([F:24])[F:23].C(O[BH-](O[C:45](=[O:47])[CH3:46])OC(=O)C)(=O)C.[Na+].C(O)(=O)C>ClC(Cl)C>[F:1][C:2]([F:18])([F:19])[O:3][C:4]1[CH:5]=[C:6]([CH:15]=[CH:16][CH:17]=1)[O:7][C:8]1[CH:9]=[C:10]([N:11]([CH2:29][C:28]2[CH:31]=[CH:32][CH:33]=[C:26]([O:25][C:21]([F:34])([F:20])[CH:22]([F:24])[F:23])[CH:27]=2)[CH2:46][C@@H:45]([OH:47])[C:2]([F:19])([F:18])[F:1])[CH:12]=[CH:13][CH:14]=1 |f:2.3|. Procedure: To a solution of 3-(3-trifluoromethoxyphenoxy)aniline (1.0 g, 3.7 mmol) from EX-19B and 3-(1,1,2,2-tetrafluoroethoxy)benzaldehyde (0.83 g, 3.7 mmol) in 18.5 mL of dichloroethane was added sodium triacetoxyborohydride (1.0 g, 4.7 mmol) and glacial acetic acid (0.25 mL, 4.3 mmol). The reaction mixture was stirred at room temperature overnight then quenched with saturated aqueous sodium bicarbonate and extracted with methylene chloride. The organic layer was dried over MgSO4 and concentrated in vac... The reactants are ClC1=NC=C(C(=N1)N[C@@H](CO)C)C=1SC=CC1 ((R)-2-(2-chloro-5-(2-thienyl)pyrimidine-4-ylamino)propan-1-ol), NC1=CC=C(C=C1)S(=O)(=NC(NCC)=O)C ((RS)—S-(4-aminophenyl)-N-(ethylcarbamoyl)-S-methylsulphoximide). Yields the product C(C)NC(=O)N=S(=O)(C)C1=CC=C(C=C1)NC1=NC=C(C(=N1)N[C@@H](CO)C)C=1SC=CC1 ((RS)—N-(ethylcarbamoyl)-S-(4-{[4-{[(R)-2-hydroxy-1-methylethyl]amino}-5-(2-thienyl)pyrimidine-2-yl]amino}phenyl)-S-methylsulfoximide). The yield is 26.0%. RXN SMILES: Cl[C:2]1[N:7]=[C:6]([NH:8][C@H:9]([CH3:12])[CH2:10][OH:11])[C:5]([C:13]2[S:14][CH:15]=[CH:16][CH:17]=2)=[CH:4][N:3]=1.[NH2:18][C:19]1[CH:24]=[CH:23][C:22]([S:25]([CH3:33])(=[N:27][C:28](=[O:32])[NH:29][CH2:30][CH3:31])=[O:26])=[CH:21][CH:20]=1>>[CH2:30]([NH:29][C:28]([N:27]=[S:25]([C:22]1[CH:21]=[CH:20][C:19]([NH:18][C:2]2[N:7]=[C:6]([NH:8][C@H:9]([CH3:12])[CH2:10][OH:11])[C:5]([C:13]3[S:14][CH:15]=[CH:16][CH:17]=3)=[CH:4][N:3]=2)=[CH:24][CH:23]=1)([CH3:33])=[O:26])=[O:32])[CH3:31]. Procedure details: In the reaction of (R)-2-(2-chloro-5-(2-thienyl)pyrimidine-4-ylamino)propan-1-ol (296.3 mg, 1.1 mmol) with (RS)—S-(4-aminophenyl)-N-(ethylcarbamoyl)-S-methylsulphoximide (241 mg, 1 mmol) according to procedure 5c, the desired product is obtained in 26% yield (133 mg) after chromatographic purification (silica gel, dichloromethane/ethanol (0%-20% ethanol)). Starting materials: NC1=C2N=CN(C2=NC(=N1)Cl)CC1=CC=CC=C1 (6-Amino-9-benzyl-2-chloropurine), C[O-].[Na+] (sodium methylate). Solvent: CO (methanol). Run at time 30 hour. The product is NC1=C2N=CN(C2=NC(=N1)OC)CC1=CC=CC=C1 (6-Amino-9-benzyl-2-methoxypurine). Yield: 76.8%. As a reaction SMILES: [NH2:1][C:2]1[N:10]=[C:9](Cl)[N:8]=[C:7]2[C:3]=1[N:4]=[CH:5][N:6]2[CH2:12][C:13]1[CH:18]=[CH:17][CH:16]=[CH:15][CH:14]=1.[CH3:19][O-:20].[Na+]>CO>[NH2:1][C:2]1[N:10]=[C:9]([O:20][CH3:19])[N:8]=[C:7]2[C:3]=1[N:4]=[CH:5][N:6]2[CH2:12][C:13]1[CH:18]=[CH:17][CH:16]=[CH:15][CH:14]=1 |f:1.2|. Procedure: 6-Amino-9-benzyl-2-chloropurine (200 mg, 0.77 mmol) and sodium methylate (208 mg, 3.85 mmol) were dissolved in methanol (20 ml) and then the solution was refluxed on heating under stirring for 30 hours. The reaction mixture was evaporated in vacuo to dryness. To the residue was added water and the mixture was extracted with chloroform. The organic layer was dried on sodium sulfate and evaporated in vacuo to dryness. The residue was purified with silica gel chromatography (2% methanol/chloroform)...